This data is from the Open Reaction Database (ORD), a public repository of structured organic reaction records. The task is: describe an organic reaction: reactants, conditions, products, and yield Reactants: ClC=1C=C(C=CC1Cl)[C@]1(CN(CC1)C(C1=CC=CC=C1)=O)CCCS(=O)(=O)[O-] ((S)-2-[3-(3,4-dichloro-phenyl)-1-(benzoyl)-pyrrolidin-3-yl]-ethyl-methanesulfonate), Cl.C1(=CC=CC=C1)C1(CCNCC1)C(=O)N (4-phenyl-piperidine-4-carboxylic acid amide hydrochloride). The product is ClC=1C=C(C=CC1Cl)[C@@]1(CN(CC1)C(C1=CC=CC=C1)=O)CCN1CCC(CC1)(C(=O)N)C1=CC=CC=C1 ((R)-1-[2-[3-(3,4-dichloro-phenyl)-1-benzoyl-pyrrolidin-3-yl]-ethyl]-4-phenyl-piperidine-4-carboxylic acid amide). As a reaction SMILES: [Cl:1][C:2]1[CH:3]=[C:4]([C@:9]2([CH2:22][CH2:23]CS([O-])(=O)=O)[CH2:13][CH2:12][N:11]([C:14](=[O:21])[C:15]3[CH:20]=[CH:19][CH:18]=[CH:17][CH:16]=3)[CH2:10]2)[CH:5]=[CH:6][C:7]=1[Cl:8].Cl.[C:30]1([C:36]2([C:42]([NH2:44])=[O:43])[CH2:41][CH2:40][NH:39][CH2:38][CH2:37]2)[CH:35]=[CH:34][CH:33]=[CH:32][CH:31]=1>>[Cl:1][C:2]1[CH:3]=[C:4]([C@@:9]2([CH2:22][CH2:23][N:39]3[CH2:38][CH2:37][C:36]([C:30]4[CH:31]=[CH:32][CH:33]=[CH:34][CH:35]=4)([C:42]([NH2:44])=[O:43])[CH2:41][CH2:40]3)[CH2:13][CH2:12][N:11]([C:14](=[O:21])[C:15]3[CH:16]=[CH:17][CH:18]=[CH:19][CH:20]=3)[CH2:10]2)[CH:5]=[CH:6][C:7]=1[Cl:8] |f:1.2|. Reported procedure: Prepare by the method of Example 1.6 using (S)-2-[3-(3,4-dichloro-phenyl)-1-(benzoyl)-pyrrolidin-3-yl]-ethyl-methanesulfonate and 4-phenyl-piperidine-4-carboxylic acid amide hydrochloride to give the title compound. The reactants are ClC1=CC=C(C=N1)C(O)C1=CC=CC=C1 ((6-chloro-pyridin-3-yl)-phenyl-methanol), C(C)(=O)OC(C)=O (acetic anhydride). Reagents/catalysts: CN(C)C=1C=CN=CC1 (DMAP). The solvent is ClCCl (dichloromethane). Run at time 16 hour. The product is ClC1=CC=C(C=N1)C(C1=CC=CC=C1)OC(C)=O (acetic acid (6-chloro-pyridin-3-yl)-phenyl-methyl ester). As a reaction SMILES: [Cl:1][C:2]1[N:7]=[CH:6][C:5]([CH:8]([C:10]2[CH:15]=[CH:14][CH:13]=[CH:12][CH:11]=2)[OH:9])=[CH:4][CH:3]=1.[C:16](OC(=O)C)(=[O:18])[CH3:17]>ClCCl.CN(C1C=CN=CC=1)C>[Cl:1][C:2]1[N:7]=[CH:6][C:5]([CH:8]([O:9][C:16](=[O:18])[CH3:17])[C:10]2[CH:11]=[CH:12][CH:13]=[CH:14][CH:15]=2)=[CH:4][CH:3]=1. Reported procedure: To a solution of (6-chloro-pyridin-3-yl)-phenyl-methanol (2 g, 9.10 mmol) in dichloromethane (25 ml) were added acetic anhydride (3.5 ml, 36.4 mmol) and DMAP (1.10 g, 9.10 mmol). The reaction mixture was stirred for 16 hours, and then was washed with water, dried and concentrated to give acetic acid (6-chloro-pyridin-3-yl)-phenyl-methyl ester as a viscous liquid. LC/MS (m/z) 262.12 [(M+H)+]; HPLC Rt: 3.011 min. Starting materials: O=C([O-])[O-], N#Cc1ccc(F)c(F)c1, [K+], [K+], CN(C)C=O, O=Cc1ccc(O)cc1. Product: N#Cc1ccc(Oc2ccc(C=O)cc2)c(F)c1. As a reaction SMILES: [C:20](=[O:21])([O-:22])[O-:23].[F:10][c:11]1[cH:12][c:13]([C:14]#[N:15])[cH:16][cH:17][c:18]1[F:19].[K+:24].[K+:25].[O:26]=[CH:27][N:28]([CH3:29])[CH3:30].[OH:1][c:2]1[cH:3][cH:4][c:5]([CH:6]=[O:7])[cH:8][cH:9]1>>[O:1]([c:2]1[cH:3][cH:4][c:5]([CH:6]=[O:7])[cH:8][cH:9]1)[c:18]1[c:11]([F:10])[cH:12][c:13]([C:14]#[N:15])[cH:16][cH:17]1. Reactants: solution, N1CCCCC1 (piperidine), C(#C)C=1C(NC(N([C@H]2C[C@@H]([C@@H](COC([C@@H](NC(=O)OCC3=CC=CC=4C5=CC=CC=C5CC34)[C@@H](C)CC)=O)O2)F)C1)=O)=O (2',3'-dideoxy-5-ethynyl-5'-O-(N-fluorenylmethoxycarbonyl-L-isoleucinyl)-3'-fluorouridine). Run in CN(C=O)C (dimethylformamide). Yields the product C(#C)C=1C(NC(N([C@H]2C[C@@H]([C@@H](COC([C@@H](N)[C@@H](C)CC)=O)O2)F)C1)=O)=O (2',3'-Dideoxy-5-ethynyl-3'-fluoro-5'-O-L-isoleucinyluridine). RXN SMILES: N1CCCCC1.[C:7]([C:9]1[C:10](=[O:49])[NH:11][C:12](=[O:48])[N:13]([CH:47]=1)[C@@H:14]1[O:45][C@H:17]([CH2:18][O:19][C:20](=[O:44])[C@H:21]([C@H:40]([CH2:42][CH3:43])[CH3:41])[NH:22]C(OCC2C3CC4C(=CC=CC=4)C=3C=CC=2)=O)[C@@H:16]([F:46])[CH2:15]1)#[CH:8]>CN(C)C=O>[C:7]([C:9]1[C:10](=[O:49])[NH:11][C:12](=[O:48])[N:13]([CH:47]=1)[C@@H:14]1[O:45][C@H:17]([CH2:18][O:19][C:20](=[O:44])[C@H:21]([C@H:40]([CH2:42][CH3:43])[CH3:41])[NH2:22])[C@@H:16]([F:46])[CH2:15]1)#[CH:8]. Procedure details: A 20% solution of piperidine in dry dimethylformamide (5 ml) was added to 2',3'-dideoxy-5-ethynyl-5'-O-(N-fluorenylmethoxycarbonyl-L-isoleucinyl)-3'-fluorouridine (0.57 g, 0.96 mmol) and after 4 minutes at room temperature, the solvents were evaporated rapidly under high vacuum with minimal heating. Trituration of the residue with several portions of ether afforded a crop of the title compound containing ~5% of N,N'-dicyclohexylurea.